This data is from the Open Reaction Database (ORD), a public repository of structured organic reaction records. The task is: describe an organic reaction: reactants, conditions, products, and yield Reactants: C(C=1C(N)=CC=CC1)(=O)O (anthranilic acid), O(C1=CC=CC=C1)CC(=O)Cl (phenoxyacetyl chloride), Cl (hydrochloric acid). Run in [OH-].[Na+] (NaOH). Conditions: temperature 0 celsius, time 30 minute. Product: O(C1=CC=CC=C1)CC(=O)NC1=C(C(=O)O)C=CC=C1 (2-(Phenoxyacetamido)benzoic Acid). Isolated yield 81.9%. As a reaction SMILES: [C:1]([OH:10])(=[O:9])[C:2]1[C:3](=[CH:5][CH:6]=[CH:7][CH:8]=1)[NH2:4].[O:11]([CH2:18][C:19](Cl)=[O:20])[C:12]1[CH:17]=[CH:16][CH:15]=[CH:14][CH:13]=1.Cl>[OH-].[Na+]>[O:11]([CH2:18][C:19]([NH:4][C:3]1[CH:5]=[CH:6][CH:7]=[CH:8][C:2]=1[C:1]([OH:10])=[O:9])=[O:20])[C:12]1[CH:17]=[CH:16][CH:15]=[CH:14][CH:13]=1 |f:3.4|. Procedure details: To a solution of anthranilic acid (5 g, 0.036 mol) in NaOH (3 g, 30 mL) was added phenoxyacetyl chloride (6.2 g, 5.2 mL) dropwise at 0° C. The reaction mixture was stirred at 0° C. for 30 min, acidified with dilute hydrochloric acid and filtered. The filtered solid was dissolved in EtOAc and filtered. The filtrate was dried, filtered, concentrated and dried for 4 h under vacuum, affording 8 g (81%) of the title compound, mp 201-203° C. A small amount (100 mg) of the title compound was recrystall...